From a dataset of the Open Reaction Database (ORD), a public repository of structured organic reaction records. describe an organic reaction: reactants, conditions, products, and yield The reactants are CN1CCCC1=O, COC(=O)Cc1ccc(OC)cc1Br, N#C[Cu]. The product is COC(=O)Cc1ccc(OC)cc1C#N. RXN SMILES: [CH3:18][N:19]1[CH2:20][CH2:21][CH2:22][C:23]1=[O:24].[CH3:1][O:2][C:3]([CH2:4][c:5]1[c:6]([Br:13])[cH:7][c:8]([O:11][CH3:12])[cH:9][cH:10]1)=[O:14].[Cu:15][C:16]#[N:17]>>[CH3:1][O:2][C:3]([CH2:4][c:5]1[c:6]([C:16]#[N:17])[cH:7][c:8]([O:11][CH3:12])[cH:9][cH:10]1)=[O:14]. Reactants: FC=1C=C(C(=NC1)C#N)NC1=C(C=C(C=C1)I)F (5-fluoro-3-(2-fluoro-4-iodo-phenylamino)-pyridine-2-carbonitrile), C[Si]([O-])(C)C.[K+] (potassium trimethylsilanolate). Run in C1CCOC1 (THF). Run at temperature 100 celsius. Yields the product FC=1C=C(C(=NC1)C(=O)N)NC1=C(C=C(C=C1)I)F (5-Fluoro-3-(2-fluoro-4-iodo-phenylamino)-pyridine-2-carboxylic acid amide). Reaction SMILES: [F:1][C:2]1[CH:3]=[C:4]([NH:10][C:11]2[CH:16]=[CH:15][C:14]([I:17])=[CH:13][C:12]=2[F:18])[C:5]([C:8]#[N:9])=[N:6][CH:7]=1.C[Si](C)(C)[O-:21].[K+]>C1COCC1>[F:1][C:2]1[CH:3]=[C:4]([NH:10][C:11]2[CH:16]=[CH:15][C:14]([I:17])=[CH:13][C:12]=2[F:18])[C:5]([C:8]([NH2:9])=[O:21])=[N:6][CH:7]=1 |f:1.2|. Reported procedure: To 5-fluoro-3-(2-fluoro-4-iodo-phenylamino)-pyridine-2-carbonitrile (50 mg, 0.14 mmol) in THF (0.7 mL) was added potassium trimethylsilanolate (40 mg, 0.28 mmol). The mixture was heated in sealed tube at 100° C. overnight. The mixture was then concentrated and purified by HPLC to afford the pure product. LC/MS [6.90 min; 376 (M+1)].